The task is: describe an organic reaction: reactants, conditions, products, and yield. This data is from the Open Reaction Database (ORD), a public repository of structured organic reaction records. Reactants: CN1C(=NN=C1C1=C(C=CC=C1)C(F)(F)F)C12CCC(CC1)(CC2)C(=O)NN (4-{4-methyl-5-[2-(trifluoromethyl)phenyl]-4H-1,2,4-triazol-3-yl}bicyclo[2.2.2]octane-1-carbohydrazide), FC(C(=O)O)(C)F (2,2-difluoropropionic acid). Run in C(Cl)Cl (methylene chloride), C(Cl)Cl (methylene chloride). Conditions: time 48 hour. Product: FC(C)(F)C=1OC(=NN1)C12CCC(CC1)(CC2)C2=NN=C(N2C)C2=C(C=CC=C2)C(F)(F)F (2-(1,1-Difluoroethyl)-5-(4-{4-methyl-5-[2-(trifluoromethyl)phenyl]-4H-1,2,4-triazol-3-yl}bicyclo[2.2.2]oct-1-yl)-1,3,4-oxadiazole). RXN SMILES: [CH3:1][N:2]1[C:6]([C:7]2[CH:12]=[CH:11][CH:10]=[CH:9][C:8]=2[C:13]([F:16])([F:15])[F:14])=[N:5][N:4]=[C:3]1[C:17]12[CH2:24][CH2:23][C:20]([C:25]([NH:27][NH2:28])=[O:26])([CH2:21][CH2:22]1)[CH2:19][CH2:18]2.[F:29][C:30]([F:35])([CH3:34])[C:31](O)=O>C(Cl)Cl>[F:29][C:30]([C:34]1[O:26][C:25]([C:20]23[CH2:23][CH2:24][C:17]([C:3]4[N:2]([CH3:1])[C:6]([C:7]5[CH:12]=[CH:11][CH:10]=[CH:9][C:8]=5[C:13]([F:15])([F:14])[F:16])=[N:5][N:4]=4)([CH2:18][CH2:19]2)[CH2:22][CH2:21]3)=[N:27][N:28]=1)([F:35])[CH3:31]. Procedure details: A mixture of 4-{4-methyl-5-[2-(trifluoromethyl)phenyl]-4H-1,2,4-triazol-3-yl}bicyclo[2.2.2]octane-1-carbohydrazide (4-A) (334 mg, 0.850 mmol) and 2,2-difluoropropionic acid (78 mg, 0.708 mmol) was suspended in methylene chloride, and DMC (1.2 g, 7.08 mmol) was added as solid. The mixture was stirred at room temperature under nitrogen for 48 hours before it was diluted with methylene chloride, washed with water, saturated sodium bicarbonate and brine. The crude product was purified by column chro... Starting materials: COC(CN)OC (aminoacetaldehyde dimethyl acetal), C(C=C)NC(=O)C1=C(N=C(S1)C1=CC=NC=C1)CC1=CC=C(C=C1)Cl (N-allyl-4-(4-chlorobenzyl)-2-(pyridin-4-yl)thiazole-5-carboxamide), P(Cl)(Cl)(Cl)(Cl)Cl (phosphorus pentachloride), Cl (hydrochloric acid), O1CCOCC1 (1,4-dioxane), Cl (hydrochloric acid), O1CCOCC1 (1,4-dioxane). Solvent: C(Cl)Cl (DCM), C(Cl)Cl (DCM). Run at temperature 60 celsius, time 8 hour. Yields the product C(C=C)N1C(=NC=C1)C1=C(N=C(S1)C1=CC=NC=C1)CC1=CC=C(C=C1)Cl (5-(1-Allyl-1H-imidazol-2-yl)-4-(4-chlorobenzyl)-2-(pyridin-4-yl)thiazole). Yield: 62.1%. RXN SMILES: [CH2:1]([NH:4][C:5]([C:7]1[S:11][C:10]([C:12]2[CH:17]=[CH:16][N:15]=[CH:14][CH:13]=2)=[N:9][C:8]=1[CH2:18][C:19]1[CH:24]=[CH:23][C:22]([Cl:25])=[CH:21][CH:20]=1)=O)[CH:2]=[CH2:3].P(Cl)(Cl)(Cl)(Cl)Cl.Cl.O1CCOCC1.CO[CH:41](OC)[CH2:42][NH2:43]>C(Cl)Cl>[CH2:1]([N:4]1[CH:41]=[CH:42][N:43]=[C:5]1[C:7]1[S:11][C:10]([C:12]2[CH:17]=[CH:16][N:15]=[CH:14][CH:13]=2)=[N:9][C:8]=1[CH2:18][C:19]1[CH:24]=[CH:23][C:22]([Cl:25])=[CH:21][CH:20]=1)[CH:2]=[CH2:3]. Procedure: To a solution of N-allyl-4-(4-chlorobenzyl)-2-(pyridin-4-yl)thiazole-5-carboxamide (150 mg, 0.406 mmol) in DCM (2.64 mL) was added phosphorus pentachloride (101 mg, 0.485 mmol) and 4 M hydrochloric acid in 1,4-dioxane (0.0154 mL, 0.0614 mmol) and the mixture was heated to 60° C. for 1.5 h. The reaction was cooled to room temperature and aminoacetaldehyde dimethyl acetal (0.486 mL, 4.46 mmol) was added. The resulting mixture was heated at 60° C. for 2 h. The mixture was cooled to room temperature... Procedure details: Under anhydrous conditions, a solution of approximately 1.2 mol of n-butyl lithium in n-hexane was added dropwise over 3 hours to an efficiently cooled solution of 66 g (0.58 mol) of 3-hydroxymethyl-5-methyl-1,2,4-oxadiazol and 87 ml of N,N,N',N'-tetramethyl ethylene diamine in 1200 ml of tetrahydrofuran and during the addition, the reaction temperature was not allowed to rise above -70° C. The reaction mixture was stirred for 1 hour at -70° C. and under efficient cooling, dried gaseous carbon d... Run in CCCCCC (n-hexane), O1CCCC1 (tetrahydrofuran). Isolated yield 55.0%. Conditions: temperature 35 celsius. The product is OCC1=NOC(=N1)CC(=O)O (3-hydroxymethyl-1,2,4-oxadiazol-5-yl-acetic acid). As a reaction SMILES: C([Li])CCC.[OH:6][CH2:7][C:8]1[N:12]=[C:11]([CH3:13])[O:10][N:9]=1.CN(C)CCN(C)C.[C:22](=[O:24])=[O:23]>CCCCCC.O1CCCC1>[OH:6][CH2:7][C:8]1[N:12]=[C:11]([CH2:13][C:22]([OH:24])=[O:23])[O:10][N:9]=1. Reactants: C(=O)=O (carbon dioxide), C(CCC)[Li] (n-butyl lithium), OCC1=NOC(=N1)C (3-hydroxymethyl-5-methyl-1,2,4-oxadiazol), CN(CCN(C)C)C (N,N,N',N'-tetramethyl ethylene diamine). Reported procedure: 88 G. of dimethyl-2-methylterephthalate in 1000 ml. of carbon tetrachloride containing 89 g. (1 eg.) of N-bromosuccinimide is refluxed for 3 hrs. using a heat lamp. The solution is cooled, filtered and evaporated to dryness to give dimethyl-2-bromomethylterephthalate. The product is COC(C1=C(C=C(C(=O)OC)C=C1)CBr)=O (dimethyl-2-bromomethylterephthalate). Reaction SMILES: [CH3:1][O:2][C:3](=[O:15])[C:4]1[CH:13]=[CH:12][C:7]([C:8]([O:10][CH3:11])=[O:9])=[CH:6][C:5]=1[CH3:14].[Br:16]N1C(=O)CCC1=O>C(Cl)(Cl)(Cl)Cl>[CH3:1][O:2][C:3](=[O:15])[C:4]1[CH:13]=[CH:12][C:7]([C:8]([O:10][CH3:11])=[O:9])=[CH:6][C:5]=1[CH2:14][Br:16]. The solvent is C(Cl)(Cl)(Cl)Cl (carbon tetrachloride). The reactants are COC(C1=C(C=C(C(=O)OC)C=C1)C)=O (dimethyl-2-methylterephthalate), BrN1C(CCC1=O)=O (N-bromosuccinimide).